From a dataset of the Open Reaction Database (ORD), a public repository of structured organic reaction records. describe an organic reaction: reactants, conditions, products, and yield The reactants are CC(C)C1CC(=O)CC(=O)C1, Cc1ccc(S(=O)(=O)N=C=O)cc1, c1ccccc1. Product: Cc1ccc(S(=O)(=O)NC(=O)C2C(=O)CC(C(C)C)CC2=O)cc1. As a reaction SMILES: [CH:1]([CH3:2])([CH3:3])[CH:4]1[CH2:5][C:6](=[O:11])[CH2:7][C:8](=[O:10])[CH2:9]1.[c:12]1([CH3:24])[cH:13][cH:14][c:15]([S:18](=[O:19])(=[O:20])[N:21]=[C:22]=[O:23])[cH:16][cH:17]1.[cH:25]1[cH:26][cH:27][cH:28][cH:29][cH:30]1>>[CH:1]([CH3:2])([CH3:3])[CH:4]1[CH2:5][C:6](=[O:11])[CH:7]([C:22]([NH:21][S:18]([c:15]2[cH:14][cH:13][c:12]([CH3:24])[cH:17][cH:16]2)(=[O:19])=[O:20])=[O:23])[C:8](=[O:10])[CH2:9]1.